From a dataset of the Open Reaction Database (ORD), a public repository of structured organic reaction records. describe an organic reaction: reactants, conditions, products, and yield Reactants: CCOC(C)=O, CCO, [O-][Cl+3]([O-])([O-])[O-], NCCc1ccc(F)cc1, [Li+], CC1(C)Oc2cc([N+](=O)[O-])ccc2C2OC21O, C1COCCO1, O=C(O)C=CC(=O)O. The product is CC1(C)Oc2cc([N+](=O)[O-])ccc2C(NCCc2ccc(F)cc2)C1O. RXN SMILES: [CH3:48][CH2:49][O:50][C:51](=[O:52])[CH3:53].[CH3:54][CH2:55][OH:56].[Cl+3:18]([O-:19])([O-:20])([O-:21])[O-:22].[F:24][c:25]1[cH:26][cH:27][c:28]([CH2:29][CH2:30][NH2:31])[cH:32][cH:33]1.[Li+:23].[O:1]1[C:2]2([OH:17])[C:3]([CH3:15])([CH3:16])[O:4][c:5]3[cH:6][c:7]([N+:12](=[O:13])[O-:14])[cH:8][cH:9][c:10]3[CH:11]12.[O:42]1[CH2:43][CH2:44][O:45][CH2:46][CH2:47]1.[OH:34][C:35]([CH:36]=[CH:37][C:38](=[O:39])[OH:40])=[O:41]>>[CH:2]1([OH:17])[C:3]([CH3:15])([CH3:16])[O:4][c:5]2[cH:6][c:7]([N+:12](=[O:13])[O-:14])[cH:8][cH:9][c:10]2[CH:11]1[NH:31][CH2:30][CH2:29][c:28]1[cH:27][cH:26][c:25]([F:24])[cH:33][cH:32]1. Reactants: CC(=O)O, [Cl-], Cl, CC1(C)N=C(c2ccc(F)cc2)c2ccc(N)cc2O1, O=N[O-], [Na+], O=S=O, O. Product: CC1(C)N=C(c2ccc(F)cc2)c2ccc(S(=O)(=O)Cl)cc2O1. Reaction SMILES: [CH3:31][C:32](=[O:33])[OH:34].[Cl-:29].[ClH:25].[F:5][c:6]1[cH:7][cH:8][c:9]([C:12]2=[N:13][C:14]([CH3:23])([CH3:24])[O:15][c:16]3[c:17]2[cH:18][cH:19][c:20]([NH2:22])[cH:21]3)[cH:10][cH:11]1.[N:1]([O-:2])=[O:3].[Na+:4].[O:26]=[S:27]=[O:28].[OH2:30]>>[F:5][c:6]1[cH:7][cH:8][c:9]([C:12]2=[N:13][C:14]([CH3:23])([CH3:24])[O:15][c:16]3[c:17]2[cH:18][cH:19][c:20]([S:27]([Cl:25])(=[O:26])=[O:28])[cH:21]3)[cH:10][cH:11]1. The reactants are [H-].[Na+] (Sodium hydride), C(C)S (ethanethiol), FC1=CC=C(C=C1)C=1N=C2N(C1C1=CC=NC=C1)CCC2 (2-(4-Fluorophenyl)-3-(4-pyridyl)-6,7-dihydro-[5H]-pyrrolo [1,2-a]imidazole). The solvent is CN(C=O)C (N,N-dimethylformamide). Run at temperature 95 celsius, time 0.5 hour. Yields the product C(C)SC1=CC=C(C=C1)C=1N=C2N(C1C1=CC=NC=C1)CCC2 (2-(4-Ethylthiophenyl)-3 (4 pyridyl) 6,7 dihydro [5H]-pyrrolo[1,2-a]imidazole). Reaction SMILES: [H-].[Na+].[CH2:3]([SH:5])[CH3:4].F[C:7]1[CH:12]=[CH:11][C:10]([C:13]2[N:14]=[C:15]3[CH2:26][CH2:25][CH2:24][N:16]3[C:17]=2[C:18]2[CH:23]=[CH:22][N:21]=[CH:20][CH:19]=2)=[CH:9][CH:8]=1>CN(C)C=O>[CH2:3]([S:5][C:7]1[CH:12]=[CH:11][C:10]([C:13]2[N:14]=[C:15]3[CH2:26][CH2:25][CH2:24][N:16]3[C:17]=2[C:18]2[CH:23]=[CH:22][N:21]=[CH:20][CH:19]=2)=[CH:9][CH:8]=1)[CH3:4] |f:0.1|. Procedure: Sodium hydride (60%) (0.75 g, 19 mmol) was added to a solution of ethanethiol (2.1 ml, 1.7 g, 28 mmol) in N,N-dimethylformamide (15 ml) at 0° C. under an argon atmosphere. After stirring for 0.5 hours, 2-(4-fluorophenyl)-3-(4-pyridyl) 6,7-dihydro-[5H]-pyrrolo[1,2-a]-imidazole (3.5 g, 12.5 mmol) of Example 2 was added and the resulting solution heated to 95° C. for 6 hours. The cooled reaction mixture was evaporated under reduced pressure and the residue partitioned between IN aqueous sodium hydr... The reactants are Cl, NO, [Na+], [Na+], O=C([O-])[O-], CN(C)C=O, O, N#Cc1ccccc1-n1cnc2cnc3ccc(-c4ccccc4)cc3c21. The product is N=C(NO)c1ccccc1-n1cnc2cnc3ccc(-c4ccccc4)cc3c21. RXN SMILES: [ClH:28].[NH2:29][OH:30].[Na+:31].[Na+:32].[O-:33][C:34](=[O:35])[O-:36].[O:37]=[CH:38][N:39]([CH3:40])[CH3:41].[OH2:42].[c:1]1(-[c:7]2[cH:8][c:9]3[c:10]4[c:11]([cH:12][n:13][c:14]3[cH:15][cH:16]2)[n:17][cH:18][n:19]4-[c:20]2[c:21]([C:22]#[N:23])[cH:24][cH:25][cH:26][cH:27]2)[cH:2][cH:3][cH:4][cH:5][cH:6]1>>[c:1]1(-[c:7]2[cH:8][c:9]3[c:10]4[c:11]([cH:12][n:13][c:14]3[cH:15][cH:16]2)[n:17][cH:18][n:19]4-[c:20]2[c:21]([C:22](=[NH:23])[NH:29][OH:30])[cH:24][cH:25][cH:26][cH:27]2)[cH:2][cH:3][cH:4][cH:5][cH:6]1. Starting materials: C(C=C)N1C=NC=2NC(NC(C12)=O)=O (7-(2-propen-1-yl)-3,7-dihydro-1H-purine-2,6-dione), C1CC(=O)N(C1=O)Cl (NCS), CO (MeOH). Solvent: CN(C)C=O (DMF). Run at temperature 20 celsius, time 6 hour. Product: ClC1=NC=2NC(NC(C2N1CC=C)=O)=O (8-chloro-7-(2-propen-1-yl)-3,7-dihydro-1H-purine-2,6-dione). The yield is 62.0%. RXN SMILES: [CH2:1]([N:4]1[C:12]2[C:11](=[O:13])[NH:10][C:9](=[O:14])[NH:8][C:7]=2[N:6]=[CH:5]1)[CH:2]=[CH2:3].C1C(=O)N([Cl:22])C(=O)C1.CO>CN(C=O)C>[Cl:22][C:5]1[N:4]([CH2:1][CH:2]=[CH2:3])[C:12]2[C:11](=[O:13])[NH:10][C:9](=[O:14])[NH:8][C:7]=2[N:6]=1. Procedure: To a solution of 7-(2-propen-1-yl)-3,7-dihydro-1H-purine-2,6-dione) (10.52 g, 54.7 mmol) in anhydrous DMF (60 ml) was added NCS (8.04 g, 60.2 mmol). The reaction mixture was left to stir under nitrogen at 20° C. for 6 hours. The reaction mixture was concentrated in vacuo to give an amber oil. MeOH was added and left to stand for 18 hours. The resulting residue was filtered and dried under vacuum to give the title compound (7.69 g, 62%). m/z 227.2[MH+]. The solvent is CN(C)C=O (DMF). As a reaction SMILES: Br[C:2]1[CH:7]=[CH:6][C:5](/[CH:8]=[CH:9]/[S:10]([O:13]CC)(=[O:12])=[O:11])=[CH:4][CH:3]=1.[O:16]1[C:20]2[CH:21]=[CH:22][CH:23]=[CH:24][C:19]=2[CH:18]=[C:17]1B(O)O.C(=O)([O-])[O-].[Na+].[Na+].O>CN(C=O)C.C1C=CC([P]([Pd]([P](C2C=CC=CC=2)(C2C=CC=CC=2)C2C=CC=CC=2)([P](C2C=CC=CC=2)(C2C=CC=CC=2)C2C=CC=CC=2)[P](C2C=CC=CC=2)(C2C=CC=CC=2)C2C=CC=CC=2)(C2C=CC=CC=2)C2C=CC=CC=2)=CC=1>[O:16]1[C:17]2=[CH:18][CH:19]=[CH:24][C:23]2=[CH:22][CH:21]=[C:20]1[C:4]1[CH:3]=[CH:2][CH:7]=[CH:6][C:5]=1/[CH:8]=[CH:9]/[S:10]([OH:13])(=[O:11])=[O:12] |f:2.3.4,^1:43,45,64,83|. The reactants are C([O-])([O-])=O.[Na+].[Na+] (Sodium carbonate), O (Water), BrC1=CC=C(C=C1)\C=C\S(=O)(=O)OCC (1-Bromo-4-[(E)-2-ethoxysulfonylethenyl]benzene), O1C(=CC2=C1C=CC=C2)B(O)O (benzofuran-2-boronic acid). Conditions: temperature 90 celsius, time 12 hour. Reagents/catalysts: C=1C=CC(=CC1)[P](C=2C=CC=CC2)(C=3C=CC=CC3)[Pd]([P](C=4C=CC=CC4)(C=5C=CC=CC5)C=6C=CC=CC6)([P](C=7C=CC=CC7)(C=8C=CC=CC8)C=9C=CC=CC9)[P](C=1C=CC=CC1)(C=1C=CC=CC1)C=1C=CC=CC1 (tetrakis(triphenylphosphine)palladium(0)). The product is O1C(=CC=C2C1=CC=C2)C2=C(C=CC=C2)/C=C/S(=O)(=O)O ((E)-2-(4-Benzofuran-2-ylphenyl)ethenesulfonic acid). Procedure: 1-Bromo-4-[(E)-2-ethoxysulfonylethenyl]benzene (1.0 g, 3.4 mmol) and benzofuran-2-boronic acid (0.61 g, 3.7 mmol) were dissolved in DMF (20 mL). Sodium carbonate (2M, 10 mL) and tetrakis(triphenylphosphine)palladium(0) (200 mg, 0.17 mmol) were added and the resulting mixture was stirred under argon at 90° C. for 12 h. Water was added to the mixture and the resulting precipitate was collected, washed with water and dried to give the product as a sodium salt which was used in the next step without... Starting materials: C(=O)(O)[O-].[Na+] (NaHCO3), BrC=1C=CC(=NC1C)N (5-Bromo-6-methyl-pyridin-2-ylamine), C=CC1=CC=CC=C1 (styrene), C(=O)[O-].[K+] (potassium formate). Reagents/catalysts: [Cl-].C(CCC)[N+](CCCC)(CCCC)CCCC (Tetrabutylammonium chloride), C(C)(=O)[O-].[Pd+2].C(C)(=O)[O-] (palladium(II)acetate). Run in CN(C)C=O (DMF). Reaction conditions: temperature 60 celsius, time 18 hour. Product: CC1=C(C=CC(=N1)N)C=CC1=CC=CC=C1 (6-methyl-5-styryl-pyridin-2-ylamine). The yield is 25.6%. RXN SMILES: Br[C:2]1[CH:3]=[CH:4][C:5]([NH2:9])=[N:6][C:7]=1[CH3:8].[CH2:10]=[CH:11][C:12]1[CH:17]=[CH:16][CH:15]=[CH:14][CH:13]=1.C([O-])=O.[K+].C([O-])(O)=O.[Na+]>CN(C=O)C.[Cl-].C([N+](CCCC)(CCCC)CCCC)CCC.C([O-])(=O)C.[Pd+2].C([O-])(=O)C>[CH3:8][C:7]1[N:6]=[C:5]([NH2:9])[CH:4]=[CH:3][C:2]=1[CH:10]=[CH:11][C:12]1[CH:17]=[CH:16][CH:15]=[CH:14][CH:13]=1 |f:2.3,4.5,7.8,9.10.11|. Reported procedure: 5-Bromo-6-methyl-pyridin-2-ylamine (0.5 g), styrene (0.28 g) and potassium formate (0.68 g) were dissolved in DMF (5 mL). Tetrabutylammonium chloride (0.74 g) and palladium(II)acetate (30 mg) were added and the mixture was stirred under argon at 60° C. for 18 hours; a black suspension was obtained. The mixture was poured into saturated NaHCO3 solution (75 mL) and extracted with ethyl acetate. The organic layers were washed with brine, dried over Na2SO4 and evaporated. The residue was purified by...